The task is: describe an organic reaction: reactants, conditions, products, and yield. This data is from the Open Reaction Database (ORD), a public repository of structured organic reaction records. Reactants: C(#N)C=1C=C(C(N)=NO)C=CC1 (3-Cyano-N′-hydroxybenzimidamide), FC1=NC=C(C(=O)Cl)C=C1 (6-fluoronicotinoyl chloride). Run in N1=CC=CC=C1 (pyridine). The product is FC1=CC=C(C=N1)C1=NC(=NO1)C=1C=C(C#N)C=CC1 (3-(5-(6-fluoropyridin-3-yl)-1,2,4-oxadiazol-3-yl)benzonitrile). As a reaction SMILES: [C:1]([C:3]1[CH:4]=[C:5]([CH:10]=[CH:11][CH:12]=1)[C:6](=[N:8][OH:9])[NH2:7])#[N:2].[F:13][C:14]1[CH:22]=[CH:21][C:17]([C:18](Cl)=O)=[CH:16][N:15]=1>N1C=CC=CC=1>[F:13][C:14]1[N:15]=[CH:16][C:17]([C:18]2[O:9][N:8]=[C:6]([C:5]3[CH:4]=[C:3]([CH:12]=[CH:11][CH:10]=3)[C:1]#[N:2])[N:7]=2)=[CH:21][CH:22]=1. Procedure details: 3-Cyano-N′-hydroxybenzimidamide (0.322 g, 1 mmol) was dissolved in pyridine 10 mL and 6-fluoronicotinoyl chloride (Frontier Scientific, 0.160 g, 1 mmol) was added. The reaction mixture was heated to reflux for 3 hours and then cooled to room temperature. The cooled reaction mixture was quenched with water (25 mL) and filtered. The solid was further purified with flash column chromatography (5% methanol/dichloromethane) to give the titled product. 1H NMR (300 MHz, DMSO-d6) δ 7.56-7.52 (m, 1 H), 7... Reactants: CC(=O)O[BH-](OC(C)=O)OC(C)=O, C1CCNC1, ClCCl, CCCC(NC(=O)Cc1cc(F)cc(F)c1)C(=O)Nc1nnc(C(C)(C)C=O)s1, CC(=O)O, [Na+]. The product is CCCC(NC(=O)Cc1cc(F)cc(F)c1)C(=O)Nc1nnc(C(C)(C)CN2CCCC2)s1. Reaction SMILES: [C:39]([O:40][BH-:41]([O:42][C:43](=[O:44])[CH3:45])[O:46][C:47](=[O:48])[CH3:49])(=[O:50])[CH3:51].[CH2:30]1[CH2:31][CH2:32][NH:33][CH2:34]1.[CH2:53]([Cl:54])[Cl:55].[CH3:1][C:2]([CH:3]=[O:4])([CH3:5])[c:6]1[n:7][n:8][c:9]([NH:11][C:12]([CH:13]([CH2:14][CH2:15][CH3:16])[NH:17][C:18]([CH2:19][c:20]2[cH:21][c:22]([F:27])[cH:23][c:24]([F:26])[cH:25]2)=[O:28])=[O:29])[s:10]1.[CH3:35][C:36](=[O:37])[OH:38].[Na+:52]>>[CH3:1][C:2]([CH2:3][N:33]1[CH2:32][CH2:31][CH2:30][CH2:34]1)([CH3:5])[c:6]1[n:7][n:8][c:9]([NH:11][C:12]([CH:13]([CH2:14][CH2:15][CH3:16])[NH:17][C:18]([CH2:19][c:20]2[cH:21][c:22]([F:27])[cH:23][c:24]([F:26])[cH:25]2)=[O:28])=[O:29])[s:10]1. Starting materials: [N+](=O)(O)[O-] (nitric acid), CC1CCC2=C3C(C(C(=CN13)C(=O)O)=O)=CC=C2C2=CC=CC=C2 (6,7-dihydro-5-methyl-1-oxo-8-phenyl-1H,5H-benzo[ij]quinolizine-2-carboxylic acid). The solvent is ice water. Reaction conditions: time 1 hour. Yields the product CC1CCC2=C3C(C(C(=CN13)C(=O)O)=O)=CC=C2C2=CC=C(C=C2)[N+](=O)[O-] (6,7-dihydro-5-methyl-8-(4-nitrophenyl)-1-oxo-1H,5H-benzo[ij]quinolizine-2-carboxylic acid). RXN SMILES: [N+:1]([O-:4])(O)=[O:2].[CH3:5][CH:6]1[N:15]2[C:10]3[C:11](=[CH:20][CH:21]=[C:22]([C:23]4[CH:28]=[CH:27][CH:26]=[CH:25][CH:24]=4)[C:9]=3[CH2:8][CH2:7]1)[C:12](=[O:19])[C:13]([C:16]([OH:18])=[O:17])=[CH:14]2>>[CH3:5][CH:6]1[N:15]2[C:10]3[C:11](=[CH:20][CH:21]=[C:22]([C:23]4[CH:28]=[CH:27][C:26]([N+:1]([O-:4])=[O:2])=[CH:25][CH:24]=4)[C:9]=3[CH2:8][CH2:7]1)[C:12](=[O:19])[C:13]([C:16]([OH:18])=[O:17])=[CH:14]2. Procedure: To a stirred, cold (5° C.) 400 ml portion of 90% nitric acid was added 2.3 g of 6,7-dihydro-5-methyl-1-oxo-8-phenyl-1H,5H-benzo[ij]quinolizine-2-carboxylic acid. The solution was stirred at 5°-10° C. for one hour, then diluted with 1.5 liters of ice-water. The solid was separated by filtration and dried to provide 6,7-dihydro-5-methyl-8-(4-nitrophenyl)-1-oxo-1H,5H-benzo[ij]quinolizine-2-carboxylic acid, m.p. >300° C. Analysis: Calculated for C20H16N2O5 : %C, 65.9; %H, 4.4; %N, 7.7; Found: %C, 65...